Dataset: the Open Reaction Database (ORD), a public repository of structured organic reaction records. Task: describe an organic reaction: reactants, conditions, products, and yield Reactants: ClCCl, CCOCC, O=[Cr](=O)([O-])Cl, CC(C)(C)OC(=O)N1CCCC(O)C1, c1cc[nH+]cc1. Yields the product CC(C)(C)OC(=O)N1CCCC(=O)C1. As a reaction SMILES: [CH2:26]([Cl:27])[Cl:28].[CH3:29][CH2:30][O:31][CH2:32][CH3:33].[O:1]=[Cr:2]([Cl:3])([O-:4])=[O:5].[OH:12][CH:13]1[CH2:14][N:15]([C:19](=[O:20])[O:21][C:22]([CH3:23])([CH3:24])[CH3:25])[CH2:16][CH2:17][CH2:18]1.[nH+:6]1[cH:7][cH:8][cH:9][cH:10][cH:11]1>>[O:12]=[C:13]1[CH2:14][N:15]([C:19](=[O:20])[O:21][C:22]([CH3:23])([CH3:24])[CH3:25])[CH2:16][CH2:17][CH2:18]1. Reactants: CC(C)(O)C1CC=C(CBr)CC1, [K+], [K+], O=C([O-])[O-], CN(C)C=O, O=C1NC(=O)c2ccccc21, O. Yields the product CC(C)(O)C1CC=C(CN2C(=O)c3ccccc3C2=O)CC1. Reaction SMILES: [Br:23][CH2:24][C:25]1=[CH:26][CH2:27][CH:28]([C:31]([CH3:32])([CH3:33])[OH:34])[CH2:29][CH2:30]1.[K+:1].[K+:2].[O-:3][C:4]([O-:5])=[O:6].[O:18]=[CH:19][N:20]([CH3:21])[CH3:22].[O:7]=[C:8]1[NH:9][C:10](=[O:11])[c:12]2[cH:13][cH:14][cH:15][cH:16][c:17]21.[OH2:35]>>[O:7]=[C:8]1[N:9]([CH2:24][C:25]2=[CH:26][CH2:27][CH:28]([C:31]([CH3:32])([CH3:33])[OH:34])[CH2:29][CH2:30]2)[C:10](=[O:11])[c:12]2[cH:13][cH:14][cH:15][cH:16][c:17]21. Reactants: [Br-], N#CCCC[P+](c1ccccc1)(c1ccccc1)c1ccccc1, C, Cc1oc(-c2ccccc2)nc1COc1ccc2cc(C=O)oc2c1, CN(C)C=O, Cl, [H-], [Na+], C1CCOC1, O, [Pd]. The product is Cc1oc(-c2ccccc2)nc1COc1ccc2cc(CCCCC#N)oc2c1. As a reaction SMILES: [Br-:3].[C:4](#[N:5])[CH2:6][CH2:7][CH2:8][P+:9]([c:10]1[cH:11][cH:12][cH:13][cH:14][cH:15]1)([c:16]1[cH:17][cH:18][cH:19][cH:20][cH:21]1)[c:22]1[cH:23][cH:24][cH:25][cH:26][cH:27]1.[C:64].[CH3:28][c:29]1[c:30]([CH2:40][O:41][c:42]2[cH:43][c:44]3[c:45]([cH:46][c:47]([CH:49]=[O:50])[o:48]3)[cH:51][cH:52]2)[n:31][c:32](-[c:34]2[cH:35][cH:36][cH:37][cH:38][cH:39]2)[o:33]1.[CH3:54][N:55]([CH3:56])[CH:57]=[O:58].[ClH:53].[H-:1].[Na+:2].[O:59]1[CH2:60][CH2:61][CH2:62][CH2:63]1.[OH2:66].[Pd:65]>>[C:4](#[N:5])[CH2:6][CH2:7][CH2:8][CH2:49][c:47]1[cH:46][c:45]2[c:44]([cH:43][c:42]([O:41][CH2:40][c:30]3[c:29]([CH3:28])[o:33][c:32](-[c:34]4[cH:35][cH:36][cH:37][cH:38][cH:39]4)[n:31]3)[cH:52][cH:51]2)[o:48]1.